Task: describe an organic reaction: reactants, conditions, products, and yield. Dataset: the Open Reaction Database (ORD), a public repository of structured organic reaction records RXN SMILES: [F:1][C:2]([F:20])([F:19])[C:3]1[CH:8]=[CH:7][C:6]([C:9]2[CH:17]=[CH:16][CH:15]=[C:14]3[C:10]=2[CH2:11][CH2:12][C:13]3=[O:18])=[CH:5][CH:4]=1.[BrH:21].BrBr.S(=O)(O)[O-].[Na+]>C(O)(=O)C.ClCCl.O>[Br:21][CH:12]1[CH2:11][C:10]2[C:14](=[CH:15][CH:16]=[CH:17][C:9]=2[C:6]2[CH:5]=[CH:4][C:3]([C:2]([F:19])([F:20])[F:1])=[CH:8][CH:7]=2)[C:13]1=[O:18] |f:3.4|. Run in C(C)(=O)O (acetic acid), ClCCl (dichloromethane), C(C)(=O)O (acetic acid), O (water), C(C)(=O)O (acetic acid). Starting materials: FC(C1=CC=C(C=C1)C1=C2CCC(C2=CC=C1)=O)(F)F (4-(4-trifluoromethylphenyl)-1-indanone), Br (HBr), ice, S([O-])(O)=O.[Na+] (sodium bisulfite), BrBr (bromine). The product is BrC1C(C2=CC=CC(=C2C1)C1=CC=C(C=C1)C(F)(F)F)=O (2-Bromo-4-(4-trifluoromethylphenyl)-1-indanone), 2,2-dibromo. Reported procedure: 2.76 g (10 mmol) of 4-(4-trifluoromethylphenyl)-1-indanone are dissolved in 20 ml of glacial acetic acid and, after addition of 10 μl of a 48% strength solution of HBr in glacial acetic acid, while stirring a solution of 0.516 ml (10.05 mmol) of bromine in glacial acetic acid is added. After 3 h at room temperature, the reaction mixture is poured into a mixture of 100 ml of water with 100 g of ice and 100 mg of sodium bisulfite, and the resulting suspension is shaken with dichloromethane. The or... Reaction conditions: time 3 hour.